Dataset: the Open Reaction Database (ORD), a public repository of structured organic reaction records. Task: describe an organic reaction: reactants, conditions, products, and yield Reactants: CC(NC(CCc1ccccc1)C(=O)OCc1ccccc1)C(=O)N1C(=O)N(C)CC1C(=O)OC(C)(C)C, Cl, C1COCCO1. Yields the product CC(NC(CCc1ccccc1)C(=O)OCc1ccccc1)C(=O)N1C(=O)N(C)CC1C(=O)O. Reaction SMILES: [CH3:1][N:2]1[C:3](=[O:38])[N:4]([C:14]([CH:15]([CH3:16])[NH:17][CH:18]([CH2:19][CH2:20][c:21]2[cH:22][cH:23][cH:24][cH:25][cH:26]2)[C:27](=[O:28])[O:29][CH2:30][c:31]2[cH:32][cH:33][cH:34][cH:35][cH:36]2)=[O:37])[CH:5]([C:7](=[O:8])[O:9][C:10]([CH3:11])([CH3:12])[CH3:13])[CH2:6]1.[ClH:45].[O:39]1[CH2:40][CH2:41][O:42][CH2:43][CH2:44]1>>[CH3:1][N:2]1[C:3](=[O:38])[N:4]([C:14]([CH:15]([CH3:16])[NH:17][CH:18]([CH2:19][CH2:20][c:21]2[cH:22][cH:23][cH:24][cH:25][cH:26]2)[C:27](=[O:28])[O:29][CH2:30][c:31]2[cH:32][cH:33][cH:34][cH:35][cH:36]2)=[O:37])[CH:5]([C:7](=[O:8])[OH:9])[CH2:6]1.